From a dataset of the Open Reaction Database (ORD), a public repository of structured organic reaction records. describe an organic reaction: reactants, conditions, products, and yield The reactants are FC=1C(NC(NC1)=O)=O (5-fluorouracil), C(C1=CC=CC=C1)(=O)Br (benzoyl bromide), C(C1=CC=CC=C1)(=O)N1C(NC=C(C1=O)F)=O (3-N-benzoyl-5-fluorouracil). Run in N1=CC=CC=C1 (pyridine). Yields the product C(C1=CC=CC=C1)(=O)N1C(=O)N(C(=O)C(=C1)F)C(C1=CC=CC=C1)=O (1,3-di-N-benzoyl-5-fluorouracil). The yield is 11.7%. RXN SMILES: FC1C(=O)NC(=O)NC=1.[C:10](Br)(=[O:17])[C:11]1[CH:16]=[CH:15][CH:14]=[CH:13][CH:12]=1.[C:19]([N:27]1[C:32](=[O:33])[C:31]([F:34])=[CH:30][NH:29][C:28]1=[O:35])(=[O:26])[C:20]1[CH:25]=[CH:24][CH:23]=[CH:22][CH:21]=1>N1C=CC=CC=1>[C:10]([N:29]1[CH:30]=[C:31]([F:34])[C:32](=[O:33])[N:27]([C:19](=[O:26])[C:20]2[CH:25]=[CH:24][CH:23]=[CH:22][CH:21]=2)[C:28]1=[O:35])(=[O:17])[C:11]1[CH:16]=[CH:15][CH:14]=[CH:13][CH:12]=1. Reported procedure: In the same manner as described in Example 1 but using 2.6 g (0.02 mole) of 5-fluorouracil, 10 ml of absolute pyridine and 7.4 g (0.04 mole) of benzoyl bromide, 1.6 g of 3-N-benzoyl-5-fluorouracil (yield, 34%) and 270 mg of 1,3-di-N-benzoyl-5-fluorouracil (yield, 4%) were obtained. Starting materials: C[Si](C)(C)[N-][Si](C)(C)C.[Na+] (NaHMDS), CS(=O)C (DMSO), C(C1=CC=CC=C1)OC(=O)N1CCC(CC1)C=1NC=C(N1)C1=CC(=C(C=C1)F)C(F)(F)F (4-[4-(4-fluoro-3-trifluoromethyl-phenyl)-1H-imidazol-2-yl]-piperidine-1-carboxylic acid benzyl ester), BrCC1OCCO1 (2-Bromomethyl-[1,3]dioxolane). The solvent is C1CCOC1 (THF), O (water). Conditions: time 30 minute. Product: O1C(OCC1)CN1C(=NC(=C1)C1=CC(=C(C=C1)F)C(F)(F)F)C1CCN(CC1)C(=O)OCC1=CC=CC=C1 (Benzyl 4-(1-((1,3-dioxolan-2-yl)methyl)-4-(4-fluoro-3-(trifluoromethyl)phenyl)-1H-imidazol-2-yl)piperidine-1-carboxylate). Yield: 76.2%. Reaction SMILES: [CH2:1]([O:8][C:9]([N:11]1[CH2:16][CH2:15][CH:14]([C:17]2[NH:18][CH:19]=[C:20]([C:22]3[CH:27]=[CH:26][C:25]([F:28])=[C:24]([C:29]([F:32])([F:31])[F:30])[CH:23]=3)[N:21]=2)[CH2:13][CH2:12]1)=[O:10])[C:2]1[CH:7]=[CH:6][CH:5]=[CH:4][CH:3]=1.C[Si]([N-][Si](C)(C)C)(C)C.[Na+].Br[CH2:44][CH:45]1[O:49][CH2:48][CH2:47][O:46]1.CS(C)=O>C1COCC1.O>[O:46]1[CH2:47][CH2:48][O:49][CH:45]1[CH2:44][N:18]1[CH:19]=[C:20]([C:22]2[CH:27]=[CH:26][C:25]([F:28])=[C:24]([C:29]([F:32])([F:30])[F:31])[CH:23]=2)[N:21]=[C:17]1[CH:14]1[CH2:13][CH2:12][N:11]([C:9]([O:8][CH2:1][C:2]2[CH:7]=[CH:6][CH:5]=[CH:4][CH:3]=2)=[O:10])[CH2:16][CH2:15]1 |f:1.2|. Procedure details: The solution of 4-[4-(4-fluoro-3-trifluoromethyl-phenyl)-1H-imidazol-2-yl]-piperidine-1-carboxylic acid benzyl ester (1100.00 mg; 2.46 mmol; 1.00 eq.) in 2.0 ml of THF was cooled to −20° C., NaHMDS (541.00 mg; 2.95 mmol; 1.20 eq.) was added dropwise and the resulting mixture was stirred at RT for 30 mins. 2-Bromomethyl-[1,3]dioxolane (0.76 ml; 7.38 mmol; 3.00 eq.) was added and stirred at RT for 5 min. DMSO (10 ml) was added and the mixture was placed in microwave at 100° C. for 2 hr. The reacti... Starting materials: [H-].[H-].[H-].[H-].[Li+].[Al+3] (LAH), O1CCC2=C1C=CC(=C2)C=2C(=C(SC2)C(F)(F)F)COC2=C(C=C(C=C2F)CCC(=O)OCC)F (ethyl 3-(4-((4-(2,3-dihydrobenzofuran-5-yl)-2-(trifluoromethyl)thiophen-3-yl)methoxy)-3,5-difluorophenyl)propanoate). Yields the product O1CCC2=C1C=CC(=C2)C=2C(=C(SC2)C(F)(F)F)COC2=C(C=C(C=C2F)CCCO)F (3-(4-((4-(2,3-dihydrobenzofuran-5-yl)-2-(trifluoromethyl)thiophen-3-yl)methoxy)-3,5-difluorophenyl)propan-1-ol). RXN SMILES: [H-].[H-].[H-].[H-].[Li+].[Al+3].[O:7]1[C:11]2[CH:12]=[CH:13][C:14]([C:16]3[C:17]([CH2:25][O:26][C:27]4[C:32]([F:33])=[CH:31][C:30]([CH2:34][CH2:35][C:36](OCC)=[O:37])=[CH:29][C:28]=4[F:41])=[C:18]([C:21]([F:24])([F:23])[F:22])[S:19][CH:20]=3)=[CH:15][C:10]=2[CH2:9][CH2:8]1>>[O:7]1[C:11]2[CH:12]=[CH:13][C:14]([C:16]3[C:17]([CH2:25][O:26][C:27]4[C:28]([F:41])=[CH:29][C:30]([CH2:34][CH2:35][CH2:36][OH:37])=[CH:31][C:32]=4[F:33])=[C:18]([C:21]([F:24])([F:22])[F:23])[S:19][CH:20]=3)=[CH:15][C:10]=2[CH2:9][CH2:8]1 |f:0.1.2.3.4.5|. Procedure details: The title compound was prepared according to the procedure described in Example 223 by LAH reduction of ethyl 3-(4-((4-(2,3-dihydrobenzofuran-5-yl)-2-(trifluoromethyl)thiophen-3-yl)methoxy)-3,5-difluorophenyl)propanoate to give the desired product as off-white oil. 1H NMR (400 MHz, CDCl3) δ 7.42 (s, 1H), 7.3 (s, 1H), 7.26 (m, 1H), 6.82 (d, J=8.6 Hz, 1H), 6.72 (d, J=9.5 Hz, 2H), 5.04 (s, 2H), 4.62 (t, J=10.5 Hz, 2H), 3.68 (t, J=7.5 Hz, 2H), 3.25 (t, J=10.2 Hz, 2H), 2.65 (t, J=7.2 Hz, 2H), 1.84 (m...